This data is from the Open Reaction Database (ORD), a public repository of structured organic reaction records. The task is: describe an organic reaction: reactants, conditions, products, and yield The reactants are C1OC=2C=C(CCN)C=CC2O1 (3,4-methylenedioxyphenethylamine), ClC=1C2=C(N=C(N1)C1=NC=CN=C1)SC=C2C (4-chloro-2-(pyrazin-2-yl)-5-methyl-thieno-[2,3-d]-pyrimidine). Product: N1=C(C=NC=C1)C=1N=C(C2=C(N1)SC=C2C)NCCC2=CC1=C(C=C2)OCO1 (2-(pyrazin-2-yl)-4-(3,4-methylenedioxyphenethylamino)-5-methyl-thieno-[2,3-d]-pyrimidine). RXN SMILES: [CH2:1]1[O:12][C:11]2[CH:10]=[CH:9][C:5]([CH2:6][CH2:7][NH2:8])=[CH:4][C:3]=2[O:2]1.Cl[C:14]1[C:15]2[C:28]([CH3:29])=[CH:27][S:26][C:16]=2[N:17]=[C:18]([C:20]2[CH:25]=[N:24][CH:23]=[CH:22][N:21]=2)[N:19]=1>>[N:21]1[CH:22]=[CH:23][N:24]=[CH:25][C:20]=1[C:18]1[N:19]=[C:14]([NH:8][CH2:7][CH2:6][C:5]2[CH:9]=[CH:10][C:11]3[O:12][CH2:1][O:2][C:3]=3[CH:4]=2)[C:15]2[C:28]([CH3:29])=[CH:27][S:26][C:16]=2[N:17]=1. Procedure details: With the procedure of Example 1, the reaction of 3,4-methylenedioxyphenethylamine with 4-chloro-2-(pyrazin-2-yl)-5-methyl-thieno-[2,3-d]-pyrimidine yields 2-(pyrazin-2-yl)-4-(3,4-methylenedioxyphenethylamino)-5-methyl-thieno-[2,3-d]-pyrimidine. The reactants are BrC=1C=C(C=C(C1S(=O)(=O)C1=CC(=C(C=C1)OC)C(C)C)Br)CC(=O)OC (Methyl 3,5-dibromo-4-(3-isopropyl-4-methoxyphenylsulfonyl)phenylacetate), [OH-].[K+] (KOH). Run in CO (MeOH). The product is BrC=1C=C(C=C(C1S(=O)(=O)C1=CC(=C(C=C1)OC)C(C)C)Br)CC(=O)O (3,5-dibromo-4-(3-isopropyl-4-methoxyphenylsulfonyl)phenylacetic acid). Reaction SMILES: [Br:1][C:2]1[CH:3]=[C:4]([CH2:23][C:24]([O:26]C)=[O:25])[CH:5]=[C:6]([Br:22])[C:7]=1[S:8]([C:11]1[CH:16]=[CH:15][C:14]([O:17][CH3:18])=[C:13]([CH:19]([CH3:21])[CH3:20])[CH:12]=1)(=[O:10])=[O:9].[OH-].[K+]>CO>[Br:1][C:2]1[CH:3]=[C:4]([CH2:23][C:24]([OH:26])=[O:25])[CH:5]=[C:6]([Br:22])[C:7]=1[S:8]([C:11]1[CH:16]=[CH:15][C:14]([O:17][CH3:18])=[C:13]([CH:19]([CH3:21])[CH3:20])[CH:12]=1)(=[O:9])=[O:10] |f:1.2|. Procedure details: Methyl 3,5-dibromo-4-(3-isopropyl-4-methoxyphenylsulfonyl)phenylacetate (0.6 g), prepared by the method of Example 1, was treated with KOH in 10% aqueous MeOH for 0.5 hour, acidified and the product collected by filtration, washed with water, and dried in a vacuum oven to yield 3,5-dibromo-4-(3-isopropyl-4-methoxyphenylsulfonyl)phenylacetic acid. MP 170°-173° C. Starting materials: O=C([O-])[O-], C1COCCO1, CCOC(C)=O, COC(=O)COc1ccc([N+](=O)[O-])cc1Br, [Cl-], Cl, [Na+], [Na+], [Na+], OB(O)c1ccccc1, c1ccc(P(c2ccccc2)(c2ccccc2)[Pd](P(c2ccccc2)(c2ccccc2)c2ccccc2)(P(c2ccccc2)(c2ccccc2)c2ccccc2)P(c2ccccc2)(c2ccccc2)c2ccccc2)cc1. The product is COC(=O)COc1ccc([N+](=O)[O-])cc1-c1ccccc1. As a reaction SMILES: [C:1](=[O:2])([O-:3])[O-:4].[CH2:35]1[O:36][CH2:37][CH2:38][O:39][CH2:40]1.[CH3:118][CH2:119][O:120][C:121]([CH3:122])=[O:123].[CH3:7][O:8][C:9]([CH2:10][O:11][c:12]1[c:13]([Br:21])[cH:14][c:15]([N+:18](=[O:19])[O-:20])[cH:16][cH:17]1)=[O:22].[Cl-:33].[ClH:32].[Na+:34].[Na+:5].[Na+:6].[OH:23][B:24]([OH:25])[c:26]1[cH:27][cH:28][cH:29][cH:30][cH:31]1.[cH:41]1[cH:42][cH:43][c:44]([P:45]([Pd:46]([P:47]([c:48]2[cH:49][cH:50][cH:51][cH:52][cH:53]2)([c:54]2[cH:55][cH:56][cH:57][cH:58][cH:59]2)[c:60]2[cH:61][cH:62][cH:63][cH:64][cH:65]2)([P:66]([c:67]2[cH:68][cH:69][cH:70][cH:71][cH:72]2)([c:73]2[cH:74][cH:75][cH:76][cH:77][cH:78]2)[c:79]2[cH:80][cH:81][cH:82][cH:83][cH:84]2)[P:85]([c:86]2[cH:87][cH:88][cH:89][cH:90][cH:91]2)([c:92]2[cH:93][cH:94][cH:95][cH:96][cH:97]2)[c:98]2[cH:99][cH:100][cH:101][cH:102][cH:103]2)([c:104]2[cH:105][cH:106][cH:107][cH:108][cH:109]2)[c:110]2[cH:111][cH:112][cH:113][cH:114][cH:115]2)[cH:116][cH:117]1>>[CH3:7][O:8][C:9]([CH2:10][O:11][c:12]1[c:13](-[c:26]2[cH:27][cH:28][cH:29][cH:30][cH:31]2)[cH:14][c:15]([N+:18](=[O:19])[O-:20])[cH:16][cH:17]1)=[O:22].